From a dataset of the Open Reaction Database (ORD), a public repository of structured organic reaction records. describe an organic reaction: reactants, conditions, products, and yield Starting materials: ClCCl, CCCCCC, Nc1cccc(Cl)c1, O=[N+]([O-])c1cc2c(Cl)ncnc2cc1F, C1COCCO1. Product: O=[N+]([O-])c1cc2c(Nc3cccc(Cl)c3)ncnc2cc1F. As a reaction SMILES: [CH2:36]([Cl:37])[Cl:38].[CH3:24][CH2:25][CH2:26][CH2:27][CH2:28][CH3:29].[Cl:1][c:2]1[cH:3][c:4]([NH2:5])[cH:6][cH:7][cH:8]1.[Cl:9][c:10]1[n:11][cH:12][n:13][c:14]2[cH:15][c:16]([F:23])[c:17]([N+:20](=[O:21])[O-:22])[cH:18][c:19]12.[O:30]1[CH2:31][CH2:32][O:33][CH2:34][CH2:35]1>>[Cl:1][c:2]1[cH:3][c:4]([NH:5][c:10]2[n:11][cH:12][n:13][c:14]3[cH:15][c:16]([F:23])[c:17]([N+:20](=[O:21])[O-:22])[cH:18][c:19]23)[cH:6][cH:7][cH:8]1. Starting materials: Pyridinium bromide perbromide, C(C1=CC=CC=C1)N1C2=C(C=CC=C2C=2C(CCCC12)=O)F (9-benzyl-8-fluoro-1,2,3,9-tetrahydro-4H-carbazol-4-one), C([O-])([O-])=O.[Li+].[Li+] (lithium carbonate), [Br-].[Li+] (lithium bromide). Solvent: C1CCOC1 (THF), CN(C)C=O (DMF), CN(C)C=O (DMF). Run at temperature 75 celsius, time 5.5 hour. Yields the product C(C1=CC=CC=C1)N1C2=C(C=CC=C2C=2C(=CC=CC12)O)F (9-Benzyl-8-fluoro-9H-carbazol-4-ol). Isolated yield 51.8%. RXN SMILES: C1C=C[NH+]=CC=1.Br[Br-]Br.[CH2:10]([N:17]1[C:29]2[CH2:28][CH2:27][CH2:26][C:25](=[O:30])[C:24]=2[C:23]2[C:18]1=[C:19]([F:31])[CH:20]=[CH:21][CH:22]=2)[C:11]1[CH:16]=[CH:15][CH:14]=[CH:13][CH:12]=1.[Br-].[Li+].C(=O)([O-])[O-].[Li+].[Li+]>C1COCC1.CN(C=O)C>[CH2:10]([N:17]1[C:29]2[CH:28]=[CH:27][CH:26]=[C:25]([OH:30])[C:24]=2[C:23]2[C:18]1=[C:19]([F:31])[CH:20]=[CH:21][CH:22]=2)[C:11]1[CH:12]=[CH:13][CH:14]=[CH:15][CH:16]=1 |f:0.1,3.4,5.6.7|. Procedure: Pyridinium bromide perbromide (2.9945 g, 0.0094 mol) is added to a mixture of 9-benzyl-8-fluoro-1,2,3,9-tetrahydro-4H-carbazol-4-one (2.1145 g, 0.0072 mol) in THF (22 mL) and DMF (16 mL) and the mixture is heated to 75° C. After stirring for 5.5 h, THF is removed under reduced pressure and the residue is partitioned between ethyl acetate and brine. The combined organic layers are washed with dilute sodium thiosulfate/brine and the aqueous layer is backwashed with ethyl acetate. The combined orga... Reactants: COC(=O)C(CSc1ccccc1)N=[N+]=[N-], CO, Cl, [H][H], [Re]. Yields the product COC(=O)C(N)CSc1ccccc1, Cl. RXN SMILES: [CH3:1][O:2][C:3]([CH:4]([CH2:5][S:6][c:7]1[cH:8][cH:9][cH:10][cH:11][cH:12]1)[N:13]=[N+:14]=[N-:15])=[O:16].[CH3:20][OH:21].[ClH:17].[H:18][H:19].[Re:22]>>[CH3:1][O:2][C:3]([CH:4]([CH2:5][S:6][c:7]1[cH:8][cH:9][cH:10][cH:11][cH:12]1)[NH2:13])=[O:16].[ClH:17]. Starting materials: ClC=1C=C2C(=CC(=NC2=CC1)C1=CC=CC=C1)O (6-chloro-2-phenyl-4-quinolinol), P(=O)(Cl)(Cl)Cl (phosphorus oxychloride). The product is ClC1=CC(=NC2=CC=C(C=C12)Cl)C1=CC=CC=C1 (4,6-dichloro-2-phenylquinoline). Reaction SMILES: [Cl:1][C:2]1[CH:3]=[C:4]2[C:9](=[CH:10][CH:11]=1)[N:8]=[C:7]([C:12]1[CH:17]=[CH:16][CH:15]=[CH:14][CH:13]=1)[CH:6]=[C:5]2O.P(Cl)(Cl)([Cl:21])=O>>[Cl:21][C:5]1[C:4]2[C:9](=[CH:10][CH:11]=[C:2]([Cl:1])[CH:3]=2)[N:8]=[C:7]([C:12]2[CH:17]=[CH:16][CH:15]=[CH:14][CH:13]=2)[CH:6]=1. Procedure: From 25.5 g of 6-chloro-2-phenyl-4-quinolinol and 50 ml of phosphorus oxychloride treated according to the procedure of Example 4(b) there was obtained 24.86 g of 4,6-dichloro-2-phenylquinoline, mp 114°-116°. The reactants are BrB(Br)Br, CCNc1ccc(C#N)cc1N=C1SC(=C2SC=C(c3ccccc3OC)N2C)C(=O)N1Cc1ccccc1, ClCCl. Product: CCNc1ccc(C#N)cc1N=C1SC(=C2SC=C(c3ccccc3O)N2C)C(=O)N1Cc1ccccc1. As a reaction SMILES: [B:40]([Br:41])([Br:42])[Br:43].[CH2:1]([c:2]1[cH:3][cH:4][cH:5][cH:6][cH:7]1)[N:8]1[C:9](=[N:28][c:29]2[cH:30][c:31]([C:32]#[N:33])[cH:34][cH:35][c:36]2[NH:37][CH2:38][CH3:39])[S:10][C:11](=[C:14]2[S:15][CH:16]=[C:17]([c:20]3[c:21]([O:26][CH3:27])[cH:22][cH:23][cH:24][cH:25]3)[N:18]2[CH3:19])[C:12]1=[O:13].[Cl:44][CH2:45][Cl:46]>>[CH2:1]([c:2]1[cH:3][cH:4][cH:5][cH:6][cH:7]1)[N:8]1[C:9](=[N:28][c:29]2[cH:30][c:31]([C:32]#[N:33])[cH:34][cH:35][c:36]2[NH:37][CH2:38][CH3:39])[S:10][C:11](=[C:14]2[S:15][CH:16]=[C:17]([c:20]3[c:21]([OH:26])[cH:22][cH:23][cH:24][cH:25]3)[N:18]2[CH3:19])[C:12]1=[O:13].